This data is from the Open Reaction Database (ORD), a public repository of structured organic reaction records. The task is: describe an organic reaction: reactants, conditions, products, and yield RXN SMILES: [N:1]1[CH:6]=[CH:5][CH:4]=[CH:3][C:2]=1[C:7]([C:9]1[CH:14]=[CH:13][CH:12]=[CH:11][N:10]=1)=O.Cl.[NH2:16][OH:17]>N1C=CC=CC=1>[N:1]1[CH:6]=[CH:5][CH:4]=[CH:3][C:2]=1[C:7](=[N:16][OH:17])[C:9]1[CH:14]=[CH:13][CH:12]=[CH:11][N:10]=1 |f:1.2|. The solvent is N1=CC=CC=C1 (pyridine). Yields the product N1=C(C=CC=C1)C(C1=NC=CC=C1)=NO (di-2-pyridyl ketone oxime). Reported procedure: 2 g of di-2-pyridyl-ketone and 1.51 g of hydroxylamine-hydrochloride are added to 13 ml of pyridine and the mixture is held at reflux for 4 hrs. After concentration and cooling there are isolated 2.95 g of crude di-2-pyridyl ketone oxime (contaminated with salts). Addition of 1.18 g of ammonium acetate, 44 ml of dil. ammonia, 30 ml of water and 30 ml of ethanol yields a suspension which is treated portionwise with 4.5 g of zinc powder. The mixture is held at reflux for 4 hrs., cooled and suction... Yield: 136.4%. Starting materials: N1=C(C=CC=C1)C(=O)C1=NC=CC=C1 (di-2-pyridyl-ketone), Cl.NO (hydroxylamine-hydrochloride). The reactants are aqueous solution, I(=O)(=O)(=O)[O-].[Na+] (sodium metaperiodate), C(C1=CC=CC=C1)OC[C@H]([C@H](CO)O)CC1=CC=CC2=CC=CC=C12 ((2R,3R)-4-benzyloxy-3-(1-naphthylmethyl)butan-1,2-diol). The solvent is CO (methanol). Reaction conditions: temperature 0 celsius. Yields the product C(C1=CC=CC=C1)OC[C@H](C=O)CC1=CC=CC2=CC=CC=C12 ((2R)-3-benzyloxy-2-(1-naphthylmethyl)-1-propanal). Yield: 92.6%. Reaction SMILES: [CH2:1]([O:8][CH2:9][C@@H:10]([CH2:15][C:16]1[C:25]2[C:20](=[CH:21][CH:22]=[CH:23][CH:24]=2)[CH:19]=[CH:18][CH:17]=1)[C@@H:11]([OH:14])CO)[C:2]1[CH:7]=[CH:6][CH:5]=[CH:4][CH:3]=1.I([O-])(=O)(=O)=O.[Na+]>CO>[CH2:1]([O:8][CH2:9][C@@H:10]([CH2:15][C:16]1[C:25]2[C:20](=[CH:21][CH:22]=[CH:23][CH:24]=2)[CH:19]=[CH:18][CH:17]=1)[CH:11]=[O:14])[C:2]1[CH:7]=[CH:6][CH:5]=[CH:4][CH:3]=1 |f:1.2|. Procedure details: 740 mg of (2R,3R)-4-benzyloxy-3-(1-naphthylmethyl)butan-1,2-diol was dissolved in 50 ml of methanol, and 19 ml of an aqueous solution of 568 mg of sodium metaperiodate was added thereto under stirring at 0° C. The mixture was stirred at room temperature for 4 hours. The insolubles were removed by filtration, and then the solvent was concentrated under reduced pressure. The residue was diluted with a saturated sodium hydrogencarbonate aqueous solution, and extracted with diethyl ether. Then, the ... The reactants are NC1=NC=C(C(=C1C#N)C)Br (2-amino-5-bromo-3-cyano-4-methylpyridine), ClC1=CC2=C(CC(O2)(C)C)C(=C1)B(O)O (6-chloro-2,3-dihydro-2,2-dimethylbenzofuran-4-ylboronic acid), C([O-])([O-])=O.[K+].[K+] (potassium carbonate). Reagents/catalysts: C=1C=CC(=CC1)[P](C=2C=CC=CC2)(C=3C=CC=CC3)[Pd]([P](C=4C=CC=CC4)(C=5C=CC=CC5)C=6C=CC=CC6)([P](C=7C=CC=CC7)(C=8C=CC=CC8)C=9C=CC=CC9)[P](C=1C=CC=CC1)(C=1C=CC=CC1)C=1C=CC=CC1 (tetrakis(triphenylphosphine)palladium(0)). The solvent is C1(=CC=CC=C1)C (toluene). Yields the product NC1=NC=C(C(=C1C#N)C)C1=CC(=CC2=C1CC(O2)(C)C)Cl (2-amino-3-cyano-4-methyl-5-(6-chloro-2,3-dihydro-2,2-dimethylbenzofuran-4-yl)pyridine). As a reaction SMILES: [NH2:1][C:2]1[C:7]([C:8]#[N:9])=[C:6]([CH3:10])[C:5](Br)=[CH:4][N:3]=1.[Cl:12][C:13]1[CH:23]=[C:22](B(O)O)[C:16]2[CH2:17][C:18]([CH3:21])([CH3:20])[O:19][C:15]=2[CH:14]=1.C(=O)([O-])[O-].[K+].[K+]>C1(C)C=CC=CC=1.C1C=CC([P]([Pd]([P](C2C=CC=CC=2)(C2C=CC=CC=2)C2C=CC=CC=2)([P](C2C=CC=CC=2)(C2C=CC=CC=2)C2C=CC=CC=2)[P](C2C=CC=CC=2)(C2C=CC=CC=2)C2C=CC=CC=2)(C2C=CC=CC=2)C2C=CC=CC=2)=CC=1>[NH2:1][C:2]1[C:7]([C:8]#[N:9])=[C:6]([CH3:10])[C:5]([C:22]2[C:16]3[CH2:17][C:18]([CH3:20])([CH3:21])[O:19][C:15]=3[CH:14]=[C:13]([Cl:12])[CH:23]=2)=[CH:4][N:3]=1 |f:2.3.4,^1:43,45,64,83|. Procedure details: This compound is prepared in a manner analogous to that of Step D of Example 4, using 1.7 grams (0.008 mole) of 2-amino-5-bromo-3-cyano-4-methylpyridine, 2.7 grams (0.012 mole) of 6-chloro-2,3-dihydro-2,2-dimethylbenzofuran-4-ylboronic acid, 4.3 grams (0.031mole) of potassium carbonate and 0.3 mL (catalyst) of tetrakis(triphenylphosphine)palladium(0) in 150 mL of toluene, yielding 2-amino-3-cyano-4-methyl-5-(6-chloro-2,3-dihydro-2,2-dimethylbenzofuran-4-yl)pyridine. Reactants: Cl.ClC(CNCCC1=CC=C(C=C1)Cl)C (2-chloro-N-(4-chlorophenethyl)propan-1-amine hydrochloride), [Cl-].[Al+3].[Cl-].[Cl-] (aluminum chloride), ClC1=C(C=CC=C1)Cl (1,2-dichlorobenzene), [OH-].[Na+] (NaOH), mixture, [OH-].[Na+] (NaOH). Conditions: temperature 127.5 celsius, time 16 hour. Yields the product crude product, ClC1=CC2=C(CCCCN2C)C=C1 (8-chloro-1-methyl-2,3,4,5-tetrahydro-1H-benzazepine). As a reaction SMILES: Cl.ClC(C)[CH2:4][NH:5][CH2:6][CH2:7][C:8]1C=CC(Cl)=C[CH:9]=1.[Cl-].[Al+3].[Cl-].[Cl-].[OH-].[Na+].Cl[C:23]1[CH:28]=[CH:27][CH:26]=[CH:25][C:24]=1[Cl:29]>>[Cl:29][C:24]1[CH:25]=[CH:26][C:27]2[CH2:9][CH2:8][CH2:7][CH2:6][N:5]([CH3:4])[C:28]=2[CH:23]=1 |f:0.1,2.3.4.5,6.7|. Reported procedure: To a reactor equipped with overhead agitation, jacket temperature control, a nitrogen inlet, and a caustic scrubber vent were charged, in the specified order, 2-chloro-N-(4-chlorophenethyl)propan-1-amine hydrochloride (1.00 kg, 3.72 mol), aluminum chloride (0.745 kg, 5.58 mol), and 1,2-dichlorobenzene (2.88 kg). The stirred reactor contents were heated to 125-130° C., and stirring was continued at that temperature for 14-18 h. At 60-70° C., a dark colored solution was obtained. After reaction co... The reactants are F[B-](F)(F)F, CC(C)(C)OC(=O)C1CCCN1S(=O)(=O)c1cnc2n1C(C)(Cc1ccc(-c3cncnc3)cc1)C(=O)N2c1cc(Cl)cc(Cl)c1, COCCN, CCN(C(C)C)C(C)C, ClCCl, Cl, CN(C)C(On1nnc2ccccc21)=[N+](C)C. Product: COCCNC(=O)C1CCCN1S(=O)(=O)c1cnc2n1C(C)(Cc1ccc(-c3cncnc3)cc1)C(=O)N2c1cc(Cl)cc(Cl)c1. Reaction SMILES: [B-:1]([F:2])([F:3])([F:4])[F:5].[C:32]([O:33][C:37](=[O:38])[CH:39]1[N:40]([S:44](=[O:45])(=[O:46])[c:47]2[cH:48][n:49][c:50]3[n:51]2[C:52]([CH2:64][c:65]2[cH:66][cH:67][c:68](-[c:71]4[cH:72][n:73][cH:74][n:75][cH:76]4)[cH:69][cH:70]2)([CH3:77])[C:53](=[O:63])[N:54]3[c:55]2[cH:56][c:57]([Cl:62])[cH:58][c:59]([Cl:61])[cH:60]2)[CH2:41][CH2:42][CH2:43]1)([CH3:34])([CH3:35])[CH3:36].[CH3:78][O:79][CH2:80][CH2:81][NH2:82].[CH:23]([N:24]([CH2:25][CH3:26])[CH:27]([CH3:28])[CH3:29])([CH3:30])[CH3:31].[Cl:84][CH2:85][Cl:86].[ClH:83].[n:6]1([O:7][C:8]([N:9]([CH3:10])[CH3:11])=[N+:12]([CH3:13])[CH3:14])[c:15]2[cH:16][cH:17][cH:18][cH:19][c:20]2[n:21][n:22]1>>[C:37](=[O:38])([CH:39]1[N:40]([S:44](=[O:45])(=[O:46])[c:47]2[cH:48][n:49][c:50]3[n:51]2[C:52]([CH2:64][c:65]2[cH:66][cH:67][c:68](-[c:71]4[cH:72][n:73][cH:74][n:75][cH:76]4)[cH:69][cH:70]2)([CH3:77])[C:53](=[O:63])[N:54]3[c:55]2[cH:56][c:57]([Cl:62])[cH:58][c:59]([Cl:61])[cH:60]2)[CH2:41][CH2:42][CH2:43]1)[NH:82][CH2:81][CH2:80][O:79][CH3:78]. Starting materials: N1C(=O)NC(=O)C(C)=C1 (thymine), C([O-])([O-])=O.[K+].[K+] (potassium carbonate), BrC(C(=O)OC)C (methyl bromopropionate). The solvent is CN(C=O)C (dimethylformamide). Conditions: temperature 0 celsius, time 8 hour. The product is C(=O)(O)C(C)N1C(=O)NC(=O)C(C)=C1 (N-1-Carboxyethylthymine). RXN SMILES: [NH:1]1[CH:9]=[C:7]([CH3:8])[C:5](=[O:6])[NH:4][C:2]1=[O:3].C(=O)([O-])[O-].[K+].[K+].Br[CH:17]([CH3:22])[C:18]([O:20]C)=[O:19]>CN(C)C=O>[C:18]([CH:17]([N:1]1[CH:9]=[C:7]([CH3:8])[C:5](=[O:6])[NH:4][C:2]1=[O:3])[CH3:22])([OH:20])=[O:19] |f:1.2.3|. Procedure: To a suspension of thymine (0.317 mole) and potassium carbonate (0.634 mole) in dimethylformamide (900 ml) is added methyl bromopropionate (0.634mole) and the mixture is stirred vigorously overnight under an atmosphere of nitrogen. The mixture is filtered, washed with ether and evaporated to dryness in vacuo. The solid residue is treated with water (300 ml) and 4N hydrochloric acid (12 ml), stirred for 20 minutes at 0° C., filtered and washed with water (2×100 ml). The precipitate is treated wit... Reactants: Compound II, CN(NC(NCC1=CC=CC2=CC=CC=C12)=O)CC(=O)O (2-(1-methyl-2-(naphthalen-1-ylmethylcarbamoyl)hydrazinyl)acetic acid), N[C@H](C(=O)N(CC=1C=CC=C2C=CC=NC12)[C@H](C(OCC)OCC)C)C ((S)-2-amino-N—((S)-1,1-diethoxypropan-2-yl)-N-(quinolin-8-ylmethyl)propanamide). The product is C(C)OC([C@H](C)N(C([C@H](C)NC(CN(NC(=O)NCC1=CC=CC2=CC=CC=C12)C)=O)=O)CC=1C=CC=C2C=CC=NC12)OCC (1-(2-((S)-1-(((S)-1,1-diethoxypropan-2-yl)(quinolin-8-ylmethyl)amino)-1-oxopropan-2-ylamino)-2-oxoethyl)-1-methyl-4-(naphthalen-1-ylmethyl)semicarbazide). As a reaction SMILES: [CH3:1][N:2]([CH2:18][C:19]([OH:21])=O)[NH:3][C:4](=[O:17])[NH:5][CH2:6][C:7]1[C:16]2[C:11](=[CH:12][CH:13]=[CH:14][CH:15]=2)[CH:10]=[CH:9][CH:8]=1.[NH2:22][C@@H:23]([CH3:47])[C:24]([N:26]([C@@H:38]([CH3:46])[CH:39]([O:43][CH2:44][CH3:45])[O:40][CH2:41][CH3:42])[CH2:27][C:28]1[CH:29]=[CH:30][CH:31]=[C:32]2[C:37]=1[N:36]=[CH:35][CH:34]=[CH:33]2)=[O:25]>>[CH2:41]([O:40][CH:39]([O:43][CH2:44][CH3:45])[C@@H:38]([N:26]([CH2:27][C:28]1[CH:29]=[CH:30][CH:31]=[C:32]2[C:37]=1[N:36]=[CH:35][CH:34]=[CH:33]2)[C:24](=[O:25])[C@@H:23]([NH:22][C:19](=[O:21])[CH2:18][N:2]([CH3:1])[NH:3][C:4]([NH:5][CH2:6][C:7]1[C:16]2[C:11](=[CH:12][CH:13]=[CH:14][CH:15]=2)[CH:10]=[CH:9][CH:8]=1)=[O:17])[CH3:47])[CH3:46])[CH3:42]. Reported procedure: According to the procedure described in the synthesis method of Compound II-15, 2-(1-methyl-2-(naphthalen-1-ylmethylcarbamoyl)hydrazinyl)acetic acid (Compound VI-8) 120 mg (0.42 mmol) was coupled with (S)-2-amino-N—((S)-1,1-diethoxypropan-2-yl)-N-(quinolin-8-ylmethyl)propanamide (Compound IV-11) 100 mg (0.28 mmol) to obtain the title compound.